Dataset: the Open Reaction Database (ORD), a public repository of structured organic reaction records. Task: describe an organic reaction: reactants, conditions, products, and yield The reactants are C[Si](C)(C)I (Trimethylsilyl iodide), C[C@@H](COC)OC=1C=C(C(=O)NC2=NC(=NS2)C)C=C(C1)OC1=CC2=C(C(N(CCO2)C)=O)C=C1 (3-{[(1S)-1-methyl-2-(methyloxy)ethyl]oxy}-5-[(4-methyl-5-oxo-2,3,4,5-tetrahydro-1,4-benzoxazepin-8-yl)oxy]-N-(3-methyl-1,2,4-thiadiazol-5-yl)benzamide), C(O)([O-])=O.[Na+] (sodium hydrogen carbonate). Solvent: C(C)#N (acetonitrile). Reaction conditions: time 18 hour. Yields the product OC[C@H](C)OC=1C=C(C(=O)NC2=NC(=NS2)C)C=C(C1)OC1=CC2=C(C(N(CCO2)C)=O)C=C1 (3-{[(1S)-2-Hydroxy-1-methylethyl]oxy}-5-[(4-methyl-5-oxo-2,3,4,5-tetrahydro-1,4-benzoxazepin-8-yl)oxy]-N-(3-methyl-1,2,4-thiadiazol-5-yl)benzamide). Yield: 15.4%. As a reaction SMILES: C[Si](I)(C)C.[CH3:6][C@H:7]([O:11][C:12]1[CH:13]=[C:14]([CH:24]=[C:25]([O:27][C:28]2[CH:40]=[CH:39][C:31]3[C:32](=[O:38])[N:33]([CH3:37])[CH2:34][CH2:35][O:36][C:30]=3[CH:29]=2)[CH:26]=1)[C:15]([NH:17][C:18]1[S:22][N:21]=[C:20]([CH3:23])[N:19]=1)=[O:16])[CH2:8][O:9]C.C(=O)([O-])O.[Na+]>C(#N)C>[OH:9][CH2:8][C@@H:7]([O:11][C:12]1[CH:13]=[C:14]([CH:24]=[C:25]([O:27][C:28]2[CH:40]=[CH:39][C:31]3[C:32](=[O:38])[N:33]([CH3:37])[CH2:34][CH2:35][O:36][C:30]=3[CH:29]=2)[CH:26]=1)[C:15]([NH:17][C:18]1[S:22][N:21]=[C:20]([CH3:23])[N:19]=1)=[O:16])[CH3:6] |f:2.3|. Procedure details: Trimethylsilyl iodide (0.95 mL, 6.7 mmol) was added to a solution of 3-{[(1S)-1-methyl-2-(methyloxy)ethyl]oxy}-5-[(4-methyl-5-oxo-2,3,4,5-tetrahydro-1,4-benzoxazepin-8-yl)oxy]-N-(3-methyl-1,2,4-thiadiazol-5-yl)benzamide (335 mg, 0.67 mmol) in acetonitrile (20 mL) under an atmosphere of argon and the mixture stirred at RT for 18 hours. The mixture was poured onto saturated sodium hydrogen carbonate solution (50 mL), the acetonitrile removed in vacuo, and the aqueous layer extracted with ethyl ace...